Task: describe an organic reaction: reactants, conditions, products, and yield. Dataset: the Open Reaction Database (ORD), a public repository of structured organic reaction records The reactants are Cl.ClC=1N=C(NC1CC)C(=O)N[C@@H]1[C@@H](CNCC1)OCC (cis(±)-4-Chloro-N-(3-ethoxypiperidin-4-yl)-5-ethyl-1H-imidazole-2-carboxamide hydrochloride), ClC1=CC(=NC=C1)O (4-chloro-2-hydroxypyridine), C([O-])([O-])=O.[Na+].[Na+] (sodium carbonate). The solvent is CS(=O)C (DMSO). Product: ClC=1N=C(NC1CC)C(=O)N[C@@H]1[C@@H](CN(CC1)C1=CC(NC=C1)=O)OCC (cis(±)-4-Chloro-N-[3-ethoxy-1-(2-oxo-1,2-dihydropyridin-4-yl)piperidin-4-yl]-5-ethyl-1H-imidazole-2-carboxamide). Isolated yield 5.4%. As a reaction SMILES: Cl.[Cl:2][C:3]1[N:4]=[C:5]([C:10]([NH:12][C@H:13]2[CH2:18][CH2:17][NH:16][CH2:15][C@H:14]2[O:19][CH2:20][CH3:21])=[O:11])[NH:6][C:7]=1[CH2:8][CH3:9].Cl[C:23]1[CH:28]=[CH:27][N:26]=[C:25]([OH:29])[CH:24]=1.C(=O)([O-])[O-].[Na+].[Na+]>CS(C)=O>[Cl:2][C:3]1[N:4]=[C:5]([C:10]([NH:12][C@H:13]2[CH2:18][CH2:17][N:16]([C:23]3[CH:28]=[CH:27][NH:26][C:25](=[O:29])[CH:24]=3)[CH2:15][C@H:14]2[O:19][CH2:20][CH3:21])=[O:11])[NH:6][C:7]=1[CH2:8][CH3:9] |f:0.1,3.4.5|. Procedure: cis(±)-4-Chloro-N-(3-ethoxypiperidin-4-yl)-5-ethyl-1H-imidazole-2-carboxamide hydrochloride obtained in Example (131a) (100 mg, 0.297 mmol), 4-chloro-2-hydroxypyridine (46 mg, 0.36 mmol) and sodium carbonate (157 mg, 1.48 mmol) were suspended in DMSO (1 mL). The suspension was subjected to the same operation as in Example (131b) to obtain 6.3 mg of the title compound as a pale yellow amorphous solid (5%). The reactants are Cc1cc(C(=O)Cl)n(C)n1, CN1CCCC1=O, CN(C)CC(=O)Nc1cn2nc(Oc3cccc(N)c3)ccc2n1, [Na+], [OH-]. Product: Cc1cc(C(=O)Nc2cccc(Oc3ccc4nc(NC(=O)CN(C)C)cn4n3)c2)n(C)n1. Reaction SMILES: [CH3:25][n:26]1[n:27][c:28]([CH3:34])[cH:29][c:30]1[C:31](=[O:32])[Cl:33].[CH3:35][N:36]1[CH2:37][CH2:38][CH2:39][C:40]1=[O:41].[NH2:1][c:2]1[cH:3][c:4]([O:5][c:6]2[cH:7][cH:8][c:9]3[n:10]([n:11]2)[cH:12][c:13]([NH:15][C:16]([CH2:17][N:18]([CH3:19])[CH3:20])=[O:21])[n:14]3)[cH:22][cH:23][cH:24]1.[Na+:43].[OH-:42]>>[NH:1]([c:2]1[cH:3][c:4]([O:5][c:6]2[cH:7][cH:8][c:9]3[n:10]([n:11]2)[cH:12][c:13]([NH:15][C:16]([CH2:17][N:18]([CH3:19])[CH3:20])=[O:21])[n:14]3)[cH:22][cH:23][cH:24]1)[C:31]([c:30]1[n:26]([CH3:25])[n:27][c:28]([CH3:34])[cH:29]1)=[O:32]. Starting materials: C(#N)C1=CC=C(C=C1)CC(=O)OCC (ethyl 2-(4-cyanophenyl)acetate), [H-].[Na+] (sodium hydride), IC (Iodo methane). Run in CN(C=O)C (dimethylformamide). Conditions: time 1 hour. Yields the product C(#N)C1=CC=C(C=C1)C(C(=O)OCC)C (Ethyl 2-(4-cyanophenyl)propanoate). RXN SMILES: [C:1]([C:3]1[CH:8]=[CH:7][C:6]([CH2:9][C:10]([O:12][CH2:13][CH3:14])=[O:11])=[CH:5][CH:4]=1)#[N:2].[H-].[Na+].I[CH3:18]>CN(C)C=O>[C:1]([C:3]1[CH:8]=[CH:7][C:6]([CH:9]([CH3:18])[C:10]([O:12][CH2:13][CH3:14])=[O:11])=[CH:5][CH:4]=1)#[N:2] |f:1.2|. Procedure: To a stirred solution of ethyl 2-(4-cyanophenyl)acetate (0.8 g, 4.101 mmol) in anhydrous dimethylformamide were added 60% sodium hydride (180 mg, 4.511 mol) and Iodo methane were added after 10 min with an ice bath. The reaction mixture was stirred for 1 h hours, quenched with water and extracted with ethylacetate which is washed with water and brine. The organic layer was dried over magnesium sulfate and filtered. The filterate was concentrated under reduced pressure. The residue was purified b... The reactants are ClC1=NC=C(C(=N1)N[C@@H](CO)C)C=1SC=CC1 ((R)-2-(2-chloro-5-(2-thienyl)pyrimidine-4-ylamino)propan-1-ol), NC1=CC=C(C=C1)S(=O)(=NC(NCC1=CC=CC=C1)=O)C ((RS)—S-(4-aminophenyl)-N-(benzylcarbamoyl)-S-methylsulphoximide). The product is C(C1=CC=CC=C1)NC(=O)N=S(=O)(C)C1=CC=C(C=C1)NC1=NC=C(C(=N1)N[C@@H](CO)C)C=1SC=CC1 ((RS)—N-(benzylcarbamoyl)-S-(4-{[4-{[(R)-2-hydroxy-1-methylethyl]amino}-5-(2-thienyl)pyrimidine-2-yl]amino}phenyl)-S-methylsulfoximide). The yield is 26.0%. Reaction SMILES: Cl[C:2]1[N:7]=[C:6]([NH:8][C@H:9]([CH3:12])[CH2:10][OH:11])[C:5]([C:13]2[S:14][CH:15]=[CH:16][CH:17]=2)=[CH:4][N:3]=1.[NH2:18][C:19]1[CH:24]=[CH:23][C:22]([S:25]([CH3:38])(=[N:27][C:28](=[O:37])[NH:29][CH2:30][C:31]2[CH:36]=[CH:35][CH:34]=[CH:33][CH:32]=2)=[O:26])=[CH:21][CH:20]=1>>[CH2:30]([NH:29][C:28]([N:27]=[S:25]([C:22]1[CH:23]=[CH:24][C:19]([NH:18][C:2]2[N:7]=[C:6]([NH:8][C@H:9]([CH3:12])[CH2:10][OH:11])[C:5]([C:13]3[S:14][CH:15]=[CH:16][CH:17]=3)=[CH:4][N:3]=2)=[CH:20][CH:21]=1)([CH3:38])=[O:26])=[O:37])[C:31]1[CH:36]=[CH:35][CH:34]=[CH:33][CH:32]=1. Procedure details: In the reaction of (R)-2-(2-chloro-5-(2-thienyl)pyrimidine-4-ylamino)propan-1-ol (175 mg, 0.65 mmol) with (RS)—S-(4-aminophenyl)-N-(benzylcarbamoyl)-S-methylsulphoximide (179 mg, 0.59 mmol) according to procedure 5c, the desired product is obtained in 26% yield (82 mg) after chromatographic purification (silica gel, dichloromethane/ethanol (0%-20% ethanol)). Starting materials: Cc1ccccc1[Li] (effective_coupling_partner), COc2ccc1ccc(OC)cc1c2 (substrate). Reagents/catalysts: SIMes. Run at temperature 25 celsius, time 12 hour. Product: Cc1ccccc1c4ccc3ccc(c2c(C)cccc2)cc3c4. The reactants are COc1ccc(C(=CC(=O)N2CCNCC2)c2ccc(OC)cc2)cc1, COc1ccc(P2(=S)SP(=S)(c3ccc(OC)cc3)S2)cc1, O, c1ccccc1. Product: COc1ccc(C(=CC(=S)N2CCNCC2)c2ccc(OC)cc2)cc1. RXN SMILES: [CH3:1][O:2][c:3]1[cH:4][cH:5][c:6]([C:9](=[CH:10][C:11](=[O:12])[N:13]2[CH2:14][CH2:15][NH:16][CH2:17][CH2:18]2)[c:19]2[cH:20][cH:21][c:22]([O:25][CH3:26])[cH:23][cH:24]2)[cH:7][cH:8]1.[CH3:27][O:28][c:29]1[cH:30][cH:31][c:32]([P:33]2(=[S:36])[S:34][P:35]([c:37]3[cH:38][cH:39][c:40]([O:41][CH3:42])[cH:43][cH:44]3)(=[S:45])[S:46]2)[cH:47][cH:48]1.[OH2:49].[cH:50]1[cH:51][cH:52][cH:53][cH:54][cH:55]1>>[CH3:1][O:2][c:3]1[cH:4][cH:5][c:6]([C:9](=[CH:10][C:11]([N:13]2[CH2:14][CH2:15][NH:16][CH2:17][CH2:18]2)=[S:36])[c:19]2[cH:20][cH:21][c:22]([O:25][CH3:26])[cH:23][cH:24]2)[cH:7][cH:8]1. Reactants: COCCO, CC(C)N1CCC(NC(=O)c2nc3c(C(=O)O)cccc3n2CC(=O)Nc2ccc(Cl)cn2)CC1. Product: COCCOC(=O)c1cccc2c1nc(C(=O)NC1CCN(C(C)C)CC1)n2CC(=O)Nc1ccc(Cl)cn1. As a reaction SMILES: [CH3:36][O:37][CH2:38][CH2:39][OH:40].[Cl:1][c:2]1[cH:3][cH:4][c:5]([NH:8][C:9](=[O:10])[CH2:11][n:12]2[c:13]([C:24]([NH:25][CH:26]3[CH2:27][CH2:28][N:29]([CH:32]([CH3:33])[CH3:34])[CH2:30][CH2:31]3)=[O:35])[n:14][c:15]3[c:16]2[cH:17][cH:18][cH:19][c:20]3[C:21](=[O:22])[OH:23])[n:6][cH:7]1>>[Cl:1][c:2]1[cH:3][cH:4][c:5]([NH:8][C:9](=[O:10])[CH2:11][n:12]2[c:13]([C:24]([NH:25][CH:26]3[CH2:27][CH2:28][N:29]([CH:32]([CH3:33])[CH3:34])[CH2:30][CH2:31]3)=[O:35])[n:14][c:15]3[c:16]2[cH:17][cH:18][cH:19][c:20]3[C:21]([O:22][CH2:39][CH2:38][O:37][CH3:36])=[O:23])[n:6][cH:7]1. Reactants: N1=C(N=CC=C1)CCCCCCO (2-pyrimidinehexanol), BrCCCCCCBr (1,6-dibromohexane), [OH-].[Na+] (sodium hydroxide). Solvent: O (water), CCOCC (ether). Run at time 17 hour. The product is BrCCCCCCOCCCCCCC1=NC=CC=N1 (2-[6-[(6-Bromohexyl)oxy]hexyl]pyrimidine). RXN SMILES: [N:1]1[CH:6]=[CH:5][CH:4]=[N:3][C:2]=1[CH2:7][CH2:8][CH2:9][CH2:10][CH2:11][CH2:12][OH:13].[Br:14][CH2:15][CH2:16][CH2:17][CH2:18][CH2:19][CH2:20]Br.[OH-].[Na+]>O.CCOCC>[Br:14][CH2:15][CH2:16][CH2:17][CH2:18][CH2:19][CH2:20][O:13][CH2:12][CH2:11][CH2:10][CH2:9][CH2:8][CH2:7][C:2]1[N:3]=[CH:4][CH:5]=[CH:6][N:1]=1 |f:2.3|. Procedure details: A mixture of 2-pyrimidinehexanol (1.18 g), 1,6-dibromohexane (4 ml), 50% sodium hydroxide (4 ml) and TAB (100 mg) was vigorously stirred at room temperature for 17 h, then diluted with water (40 ml) and ether (50 ml). The organic phase was dried and evaporated in vacuo to an oil which was purified by FCC. Elution with hexane followed by hexane-ether (1:1) gave the title compound as a colourless oil (670 mg), t.l.c. (ether) Rf 0.24 Starting materials: NC1=C(C=C(C=C1Cl)C(CBr)=O)Cl ((4-Amino-3,5-dichloro-phenyl)-2-bromo-ethanone), compound A1, COC=1C=C(C=CC1OC)C1=NN(C([C@@H]2CC=CC[C@H]12)=O)C1CCN(CC1)C1=CC=C(C=C1)[N+](=O)[O-] ((4aS,8aR)-4-(3,4-Dimethoxyphenyl)-2-[1-(4-nitro-phenyl)-piperidin-4-yl]-4a,5,8,8a-tetrahydro-2H-phthalazin-1-one). The solvent is O (water). The product is Cl.NC1=C(C=C(C=C1Cl)C(CN1CCC(CC1)N1C([C@@H]2CC=CC[C@@H]2C(=N1)C1=CC(=C(C=C1)OC)OC)=O)=O)Cl ((4aS,8aR)-2-{1-[2-(4-Amino-3,5-dichloro-phenyl)-2-oxo-ethyl]-piperidin-4-yl}-4-(3,4-dimethoxy-phenyl)-4a,5,8,8a-tetrahydro-2H-phthalazin-1-one hydrochloride). Reaction SMILES: [NH2:1][C:2]1[C:7]([Cl:8])=[CH:6][C:5]([C:9](=[O:12])[CH2:10]Br)=[CH:4][C:3]=1[Cl:13].[CH3:14][O:15][C:16]1[CH:17]=[C:18]([C:24]2[C@@H:33]3[C@@H:28]([CH2:29][CH:30]=[CH:31][CH2:32]3)[C:27](=[O:34])[N:26]([CH:35]3[CH2:40][CH2:39][N:38](C4C=CC([N+]([O-])=O)=CC=4)[CH2:37][CH2:36]3)[N:25]=2)[CH:19]=[CH:20][C:21]=1[O:22][CH3:23]>O>[ClH:8].[NH2:1][C:2]1[C:7]([Cl:8])=[CH:6][C:5]([C:9](=[O:12])[CH2:10][N:38]2[CH2:39][CH2:40][CH:35]([N:26]3[N:25]=[C:24]([C:18]4[CH:19]=[CH:20][C:21]([O:22][CH3:23])=[C:16]([O:15][CH3:14])[CH:17]=4)[C@@H:33]4[C@@H:28]([CH2:29][CH:30]=[CH:31][CH2:32]4)[C:27]3=[O:34])[CH2:36][CH2:37]2)=[CH:4][C:3]=1[Cl:13] |f:3.4|. Procedure details: Prepared from (4-Amino-3,5-dichloro-phenyl)-2-bromo-ethanone and starting compound A1 as described for compound 11. After the addition of water, the mixture is extracted with diethyl ether. The ether solution is dried over magnesium sulfate. After the addition of a saturated solution of hydrochloric acid in ether, the compound precipitates. Crystallisation from tetrahydrofurane. M.p. 206° C. (decomposition).